This data is from the Open Reaction Database (ORD), a public repository of structured organic reaction records. The task is: describe an organic reaction: reactants, conditions, products, and yield Reactants: C1CCOC1, C[N+]1([O-])CCOCC1, CC(C)=O, C=Cc1cc(Cl)cc2c(C#N)cn(COCC[Si](C)(C)C)c12, [O-][I+3]([O-])([O-])[O-], [Na+], O. Yields the product C[Si](C)(C)CCOCn1cc(C#N)c2cc(Cl)cc(C=O)c21. As a reaction SMILES: [CH2:31]1[O:32][CH2:33][CH2:34][CH2:35]1.[CH3:23][N+:24]1([O-:25])[CH2:26][CH2:28][O:27][CH2:29][CH2:30]1.[CH3:42][C:43](=[O:44])[CH3:45].[Cl:1][c:2]1[cH:3][c:4]2[c:5]([C:21]#[N:22])[cH:6][n:7]([CH2:13][O:14][CH2:15][CH2:16][Si:17]([CH3:18])([CH3:19])[CH3:20])[c:8]2[c:9]([CH:11]=[CH2:12])[cH:10]1.[I+3:36]([O-:37])([O-:38])([O-:39])[O-:40].[Na+:41].[OH2:46]>>[Cl:1][c:2]1[cH:3][c:4]2[c:5]([C:21]#[N:22])[cH:6][n:7]([CH2:13][O:14][CH2:15][CH2:16][Si:17]([CH3:18])([CH3:19])[CH3:20])[c:8]2[c:9]([CH:11]=[O:27])[cH:10]1. Product: C(C)N(CC)CC1N(CCCC1)CC#CCN1C2=C(NC(C3=C1C=CC=C3)=O)C=CC=N2 (11-[4-[2-[(Diethylamino)methyl]-1-piperidinyl]but-2-ynyl]-5,11-dihydro-6H-pyrido[2,3-b][1,4]benzodiazepin-6-one). RXN SMILES: [CH2:1]([N:4]1[C:10]2[CH:11]=[CH:12][CH:13]=[CH:14][C:9]=2[C:8](=[O:15])[NH:7][C:6]2[CH:16]=[CH:17][CH:18]=[N:19][C:5]1=2)[C:2]#[CH:3].[CH2:20]=O.[CH2:22]([N:24]([CH2:27][CH:28]1[CH2:33][CH2:32][CH2:31][CH2:30][NH:29]1)[CH2:25][CH3:26])[CH3:23]>>[CH2:22]([N:24]([CH2:27][CH:28]1[CH2:33][CH2:32][CH2:31][CH2:30][N:29]1[CH2:20][C:3]#[C:2][CH2:1][N:4]1[C:10]2[CH:11]=[CH:12][CH:13]=[CH:14][C:9]=2[C:8](=[O:15])[NH:7][C:6]2[CH:16]=[CH:17][CH:18]=[N:19][C:5]1=2)[CH2:25][CH3:26])[CH3:23]. Procedure details: Prepared analogously to Example (1b) from 5,11-dihydro-11-(prop-2-ynyl)-6H-pyrido[2,3-b][1,4]benzodiazepin-6-one, paraformaldehyde and 2-[(diethylamino)methyl]piperidine in a yield of 28% of theory. Colourless crystals, m.p. 132°-134° C. Isolated yield 28.0%. Starting materials: C(C#C)N1C2=C(NC(C3=C1C=CC=C3)=O)C=CC=N2 (5,11-dihydro-11-(prop-2-ynyl)-6H-pyrido[2,3-b][1,4]benzodiazepin-6-one), C=O (paraformaldehyde), C(C)N(CC)CC1NCCCC1 (2-[(diethylamino)methyl]piperidine).